Dataset: the Open Reaction Database (ORD), a public repository of structured organic reaction records. Task: describe an organic reaction: reactants, conditions, products, and yield Reactants: COCOc1ccc(-c2ccncc2)cc1, Cl, [Na+], O=C([O-])O. Yields the product Oc1ccc(-c2ccncc2)cc1. As a reaction SMILES: [CH3:1][O:2][CH2:3][O:4][c:5]1[cH:6][cH:7][c:8](-[c:11]2[cH:12][cH:13][n:14][cH:15][cH:16]2)[cH:9][cH:10]1.[ClH:22].[Na+:21].[O-:17][C:18]([OH:19])=[O:20]>>[OH:4][c:5]1[cH:6][cH:7][c:8](-[c:11]2[cH:12][cH:13][n:14][cH:15][cH:16]2)[cH:9][cH:10]1. Starting materials: Cl (hydrochloric acid), [OH-].[Na+] (sodium hydroxide), O=C1C(=CN=C2N1C=C(C(=C2)OCC2=CC=CC=C2)OCC2=CC=CC=C2)C(=O)OCC (4-oxo-7,8-bis(phenylmethoxy)-4H-pyrido[1,2-a]pyrimidine-3-carboxylic acid, ethyl ester), O (water). The solvent is O.O1CCCC1 (water tetrahydrofuran). Conditions: temperature 40 celsius, time 8 hour. Yields the product O=C1C(=CN=C2N1C=C(C(=C2)OCC2=CC=CC=C2)OCC2=CC=CC=C2)C(=O)O (4-Oxo-7,8-bis(phenylmethoxy)-4H-pyrido[1,2-a]pyrimidine-3-carboxylic acid). Reaction SMILES: [OH-].[Na+].[O:3]=[C:4]1[N:9]2[CH:10]=[C:11]([O:22][CH2:23][C:24]3[CH:29]=[CH:28][CH:27]=[CH:26][CH:25]=3)[C:12]([O:14][CH2:15][C:16]3[CH:21]=[CH:20][CH:19]=[CH:18][CH:17]=3)=[CH:13][C:8]2=[N:7][CH:6]=[C:5]1[C:30]([O:32]CC)=[O:31].O.Cl>O.O1CCCC1>[O:3]=[C:4]1[N:9]2[CH:10]=[C:11]([O:22][CH2:23][C:24]3[CH:25]=[CH:26][CH:27]=[CH:28][CH:29]=3)[C:12]([O:14][CH2:15][C:16]3[CH:21]=[CH:20][CH:19]=[CH:18][CH:17]=3)=[CH:13][C:8]2=[N:7][CH:6]=[C:5]1[C:30]([OH:32])=[O:31] |f:0.1,5.6|. Procedure details: 20.3 ml of 1N sodium hydroxide solution was added to a solution of 4-oxo-7,8-bis(phenylmethoxy)-4H-pyrido[1,2-a]pyrimidine-3-carboxylic acid, ethyl ester (6.61 g, 15.36 mmol) in 240 ml of water:tetrahydrofuran 1:1). After stirring overnight at 40° C., 200 ml of water was added, and the pH was adjusted to 2 with 3N hydrochloric acid. The resulting precipitate was filtered off with suction, washed with water and dried in vacuo. Yield: 5.28 g; melting point 207.8° C. Starting materials: Cc1c(F)ccc(F)c1F, [K+], O=[N+]([O-])[O-], O=S(=O)(O)O. Yields the product Cc1c(F)c(F)cc([N+](=O)[O-])c1F. RXN SMILES: [F:1][c:2]1[c:3]([CH3:10])[c:4]([F:9])[cH:5][cH:6][c:7]1[F:8].[K+:11].[O-:12][N+:13]([O-:14])=[O:15].[S:16](=[O:17])(=[O:18])([OH:19])[OH:20]>>[F:1][c:2]1[c:3]([CH3:10])[c:4]([F:9])[c:5]([N+:13](=[O:12])[O-:14])[cH:6][c:7]1[F:8]. Starting materials: O (water), CI (methyl iodide), C([O-])([O-])=O.[K+].[K+] (potassium carbonate), BrC=1C=C(C(=C(C1)O)C)C (5-bromo-2,3-dimethylphenol). Run in CN(C)C=O (DMF). Conditions: temperature 90 celsius, time 2 hour. The product is BrC=1C=C(C(=C(C1)OC)C)C (5-bromo-1-methoxy-2,3-dimethylbenzene). Isolated yield 91.1%. As a reaction SMILES: [Br:1][C:2]1[CH:3]=[C:4]([CH3:10])[C:5]([CH3:9])=[C:6]([OH:8])[CH:7]=1.CI.[C:13](=O)([O-])[O-].[K+].[K+].O>CN(C=O)C>[Br:1][C:2]1[CH:3]=[C:4]([CH3:10])[C:5]([CH3:9])=[C:6]([O:8][CH3:13])[CH:7]=1 |f:2.3.4|. Procedure details: 5.49 g of 5-bromo-2,3-dimethylphenol (3-17) was dissolved in 100 ml of DMF, to which were added 6.80 g of methyl iodide and 11.32 g of potassium carbonate, and the resulting mixture was stirred at 90° C. for 2 hours. The reaction solution was poured into water, and extracted with ethyl acetate and the resulting organic layer was washed with saturated salt water, and thereafter, the resulting organic layer was dried over anhydrous magnesium sulfate. The solvent was removed under reduced pressure,... The reactants are CO, COc1ccc([N+](=O)[O-])nc1C. The product is COc1ccc(N)nc1C. Reaction SMILES: [CH3:13][OH:14].[CH3:1][O:2][c:3]1[c:4]([CH3:12])[n:5][c:6]([N+:9]([O-:10])=[O:11])[cH:7][cH:8]1>>[CH3:1][O:2][c:3]1[c:4]([CH3:12])[n:5][c:6]([NH2:9])[cH:7][cH:8]1. Starting materials: ClC=1C=CC(=NC1)SC1=C(N=C(O1)C1=CC=C(C=C1)F)C=O (5-[(5-chloropyridin-2-yl)sulfanyl]-2-(4-fluorophenyl)-1,3-oxazole-4-carbaldehyde), ClC=1C=CC(=NC1)SC1=C(N=C(O1)C1=CC=C(C=C1)F)C=O (5-[(5-chloropyridin-2-yl)sulfanyl]-2-(4-fluorophenyl)-1,3-oxazole-4-carbaldehyde), NC1=CC=C(C(=O)OC)C=C1 (methyl 4-aminobenzoate), C(C)(=O)O (acetic acid), [BH-](OC(=O)C)(OC(=O)C)OC(=O)C.[Na+] (NaBH(OAc)3). Solvent: ClCCCl (DCE), O (water). Reaction conditions: time 8 hour. Yields the product ClC=1C=CC(=NC1)SC1=C(N=C(O1)C1=CC=C(C=C1)F)CNC1=CC=C(C(=O)OC)C=C1 (methyl 4-[({5-[(5-chloropyridin-2-yl)sulfanyl]-2-(4-fluorophenyl)-1,3-oxazol-4-yl}methyl)amino]benzoate). RXN SMILES: [Cl:1][C:2]1[CH:3]=[CH:4][C:5]([S:8][C:9]2[O:13][C:12]([C:14]3[CH:19]=[CH:18][C:17]([F:20])=[CH:16][CH:15]=3)=[N:11][C:10]=2[CH:21]=O)=[N:6][CH:7]=1.[NH2:23][C:24]1[CH:33]=[CH:32][C:27]([C:28]([O:30][CH3:31])=[O:29])=[CH:26][CH:25]=1.C(O)(=O)C.[BH-](OC(C)=O)(OC(C)=O)OC(C)=O.[Na+]>ClCCCl.O>[Cl:1][C:2]1[CH:3]=[CH:4][C:5]([S:8][C:9]2[O:13][C:12]([C:14]3[CH:15]=[CH:16][C:17]([F:20])=[CH:18][CH:19]=3)=[N:11][C:10]=2[CH2:21][NH:23][C:24]2[CH:25]=[CH:26][C:27]([C:28]([O:30][CH3:31])=[O:29])=[CH:32][CH:33]=2)=[N:6][CH:7]=1 |f:3.4|. Procedure: To a solution of 5-[(5-chloropyridin-2-yl)sulfanyl]-2-(4-fluorophenyl)-1,3-oxazole-4-carbaldehyde (intermediate B4:1, 0.02 g, 0.06 mmol) in DCE was added methyl 4-aminobenzoate (0.01 g, 0.06 mmol), acetic acid (3.4 ul, 0.06 mmol) and NaBH(OAc)3 (0.015 g, 0.07 mmol). After Stirring at rt overnight, a drop of water was added to the reaction and purified by reverse phase HPLC to give methyl 4-[({5-[(5-chloropyridin-2-yl)sulfanyl]-2-(4-fluorophenyl)-1,3-oxazol-4-yl}methyl)amino]benzoate. 1H NMR (400...